This data is from the Open Reaction Database (ORD), a public repository of structured organic reaction records. The task is: describe an organic reaction: reactants, conditions, products, and yield The reactants are Clc1ccc(Br)cc1, CCCCCC1CC[SiH](Cl)CC1, C1CCOC1, [Mg]. Yields the product CCCCCC1CC[SiH](c2ccc(Cl)cc2)CC1. RXN SMILES: [Br:1][c:2]1[cH:3][cH:4][c:5]([Cl:8])[cH:6][cH:7]1.[CH2:10]([CH2:11][CH2:12][CH2:13][CH3:14])[CH:15]1[CH2:16][CH2:17][SiH:18]([Cl:21])[CH2:19][CH2:20]1.[CH2:22]1[O:23][CH2:24][CH2:25][CH2:26]1.[Mg:9]>>[c:2]1([SiH:18]2[CH2:17][CH2:16][CH:15]([CH2:10][CH2:11][CH2:12][CH2:13][CH3:14])[CH2:20][CH2:19]2)[cH:3][cH:4][c:5]([Cl:8])[cH:6][cH:7]1. Reactants: O=C(O)c1ccc(N2CC(F)(F)C2)c(OCC2CC2)n1, CNC(=O)C(N)C(C)(C)C. The product is CNC(=O)C(NC(=O)c1ccc(N2CC(F)(F)C2)c(OCC2CC2)n1)C(C)(C)C. RXN SMILES: [CH:1]1([CH2:4][O:5][c:6]2[c:7]([N:15]3[CH2:16][C:17]([F:19])([F:20])[CH2:18]3)[cH:8][cH:9][c:10]([C:12](=[O:13])[OH:14])[n:11]2)[CH2:2][CH2:3]1.[NH2:21][CH:22]([C:23](=[O:24])[NH:25][CH3:26])[C:27]([CH3:28])([CH3:29])[CH3:30]>>[CH:1]1([CH2:4][O:5][c:6]2[c:7]([N:15]3[CH2:16][C:17]([F:19])([F:20])[CH2:18]3)[cH:8][cH:9][c:10]([C:12](=[O:14])[NH:21][CH:22]([C:23](=[O:24])[NH:25][CH3:26])[C:27]([CH3:28])([CH3:29])[CH3:30])[n:11]2)[CH2:2][CH2:3]1. Reactants: FC(C(=O)N[C@H]1[C@H]([C@@H](OC(C)=O)O[C@H]([C@H]1OC(C)=O)C)OC(C)=O)(F)F (3-trifluoroacetamido-1,2,4-tri-O-acetyl-3,6-dideoxy-β-L-talopyranose), Br.C(C)(=O)O (hydrogen bromide acetic acid). The solvent is C(Cl)(Cl)Cl (chloroform). Conditions: time 2 hour. Yields the product FC(C(=O)N[C@H]1[C@H]([C@H](O[C@H]([C@H]1OC(C)=O)C)Br)OC(C)=O)(F)F (3-trifluoroacetamido-2,4-di-O-acetyl-3,6-dideoxy-β-L-talopyranosyl bromide). Isolated yield 92.0%. As a reaction SMILES: [F:1][C:2]([F:26])([F:25])[C:3]([NH:5][C@@H:6]1[C@H:15]([O:16][C:17](=[O:19])[CH3:18])[C@H:14]([CH3:20])[O:13][C@H:8](OC(=O)C)[C@@H:7]1[O:21][C:22](=[O:24])[CH3:23])=[O:4].[BrH:27].C(O)(=O)C>C(Cl)(Cl)Cl>[F:1][C:2]([F:26])([F:25])[C:3]([NH:5][C@@H:6]1[C@H:15]([O:16][C:17](=[O:19])[CH3:18])[C@H:14]([CH3:20])[O:13][C@H:8]([Br:27])[C@@H:7]1[O:21][C:22](=[O:24])[CH3:23])=[O:4] |f:1.2|. Reported procedure: The residue obtained from the reaction mixture by evaporation in vacuo, which consists of 3-trifluoroacetamido-1,2,4-tri-O-acetyl-3,6-dideoxy-β-L-talopyranose, is dissolved in 20 ml. of a 30% hydrogen bromide-acetic acid solution. After being kept for 2 hours at room temperature, 200 ml. of chloroform is added to the reaction mixture and the chloroform solution is washed with ice and water, a cold saturated sodium hydrogen carbonate solution, and water. The solution is dried over anhydrous magne...